Dataset: the Open Reaction Database (ORD), a public repository of structured organic reaction records. Task: describe an organic reaction: reactants, conditions, products, and yield Reactants: C(CCCCCCC)C1=CC=C(C=C1)C1=CC=C(C=C1)O (4-(4-n-octylphenyl) phenol), [Cl-].[Al+3].[Cl-].[Cl-] (aluminum chloride), CSC#N (methyl thiocyanate), [OH-].[Na+] (sodium hydroxide), solution, B(Cl)(Cl)Cl (boron trichloride), [Cl-].[Al+3].[Cl-].[Cl-] (aluminum chloride). Run in ClCCCl (1,2-dichloroethane), ClCCCl (1,2-dichloroethane). Reaction conditions: temperature 80 celsius, time 3 hour. Product: C(CCCCCCC)C1=CC=C(C=C1)C1=CC(=C(C=C1)O)C#N (4-(4-n-octylphenyl)-2-cyanophenol). Reaction SMILES: [CH2:1]([C:9]1[CH:14]=[CH:13][C:12]([C:15]2[CH:20]=[CH:19][C:18]([OH:21])=[CH:17][CH:16]=2)=[CH:11][CH:10]=1)[CH2:2][CH2:3][CH2:4][CH2:5][CH2:6][CH2:7][CH3:8].B(Cl)(Cl)Cl.CS[C:28]#[N:29].[Cl-].[Al+3].[Cl-].[Cl-].[OH-].[Na+]>ClCCCl>[CH2:1]([C:9]1[CH:14]=[CH:13][C:12]([C:15]2[CH:20]=[CH:19][C:18]([OH:21])=[C:17]([C:28]#[N:29])[CH:16]=2)=[CH:11][CH:10]=1)[CH2:2][CH2:3][CH2:4][CH2:5][CH2:6][CH2:7][CH3:8] |f:3.4.5.6,7.8|. Reported procedure: To a suspension of 2.82 g of 4-(4-n-octylphenyl) phenol in 40 ml of 1,2-dichloroethane were added under ice cooling, 6 ml of a solution of boron trichloride (2M) in 1,2-dichloroethane, and then 0.82 ml of methyl thiocyanate and 1.33 g of aluminum chloride. The mixture was stirred at room temperature until the aluminum chloride is dissolved, further stirred for 3 hours at 80° C. and cooled to room temperature. To the resulting mixture was added further 33 ml of 4N-sodium hydroxide solution. The m... Starting materials: BrC=1C=NC(NC1)=O (5-bromopyrimidin-2-one), BrCC(=O)C1=CSC=C1 (3-bromoacetylthiophene). The solvent is C(C)N(CC)CC (triethylamine), C(C)O (ethanol). Yields the product BrC=1C=NC(N(C1)CC(C1=CSC=C1)=O)=O (5-Bromo-1-(3-thenoylmethyl)pyrimidin-2-one). Isolated yield 39.7%. Reaction SMILES: [Br:1][C:2]1[CH:3]=[N:4][C:5](=[O:8])[NH:6][CH:7]=1.Br[CH2:10][C:11]([C:13]1[CH:17]=[CH:16][S:15][CH:14]=1)=[O:12]>C(N(CC)CC)C.C(O)C>[Br:1][C:2]1[CH:3]=[N:4][C:5](=[O:8])[N:6]([CH2:10][C:11](=[O:12])[C:13]2[CH:17]=[CH:16][S:15][CH:14]=2)[CH:7]=1. Procedure: A mixture of 5-bromopyrimidin-2-one (700 mg) and 3-bromoacetylthiophene (1.025 g) in triethylamine (0.84 ml) and ethanol (25 ml) was stirred at room temperature. After 1 h. the mixture was cooled to 3° C. and the precipitate collected. The dried solid was crystallised from ethanol to give the title pyrimidinone (475 mg), m.p. 180°-182° C. (dec), λmax (EtOH) 250.5 nm (ε 14,930), 334.5 nm (ε 3,260). Reactants: CN1N=C(C(=C1SCCO)Cl)Cl (1-methyl-3,4-dichloro-5-(2-hydroxyethylthio)pyrazole), S(=O)(Cl)Cl (thionyl chloride). Solvent: C(Cl)Cl (methylene chloride), N1=CC=CC=C1 (pyridine), CCOCC (ether). The product is CN1N=C(C(=C1SCCCl)Cl)Cl (1-Methyl-3,4-dichloro-5-(2-chloroethylthio)pyrazole). As a reaction SMILES: [CH3:1][N:2]1[C:6]([S:7][CH2:8][CH2:9]O)=[C:5]([Cl:11])[C:4]([Cl:12])=[N:3]1.S(Cl)([Cl:15])=O>C(Cl)Cl.N1C=CC=CC=1.CCOCC>[CH3:1][N:2]1[C:6]([S:7][CH2:8][CH2:9][Cl:15])=[C:5]([Cl:11])[C:4]([Cl:12])=[N:3]1. Procedure: To a stirred mixture of 48.4 g (0.213 moles) 1-methyl-3,4-dichloro-5-(2-hydroxyethylthio)pyrazole and 50 ml thionyl chloride in 200 ml methylene chloride, about 1 ml pyridine was added. The reaction mixture was heated at reflux for about 12 hours over 2 days time. The solvent was stripped, and the residue was taken up in ether. The etheral solution was washed 5 times with water and then dried over magnesium sulfate. Stripping of the ether gave 52.2 g of the product as a brown-red oil. Yields the product COc1ccccc1CNc1ncccc1CO. Reaction SMILES: [Al+3:2].[CH3:12][O:13][c:14]1[c:15]([CH2:16][NH:17][c:18]2[c:19]([C:20](=[O:21])[OH:22])[cH:23][cH:24][cH:25][n:26]2)[cH:27][cH:28][cH:29][cH:30]1.[CH3:33][CH2:34][O:35][C:36](=[O:37])[CH3:38].[H-:1].[H-:4].[H-:5].[H-:6].[Li+:3].[Na+:32].[O:7]1[CH2:8][CH2:9][CH2:10][CH2:11]1.[OH-:31]>>[CH3:12][O:13][c:14]1[c:15]([CH2:16][NH:17][c:18]2[c:19]([CH2:20][OH:21])[cH:23][cH:24][cH:25][n:26]2)[cH:27][cH:28][cH:29][cH:30]1. The reactants are [Al+3], COc1ccccc1CNc1ncccc1C(=O)O, CCOC(C)=O, [H-], [H-], [H-], [H-], [Li+], [Na+], C1CCOC1, [OH-]. Starting materials: NC=1SC=C(N1)CC(=O)OCC (ethyl 2-amino-4-thiazolylacetate), BrC=1C=C(C=CC1)S(=O)(=O)Cl (3-bromobenzenesulfonyl chloride). Yields the product BrC=1C=C(C=CC1)S(=O)(=O)NC=1SC=C(N1)CC(=O)OCC (Ethyl 2-(2-{[(3-bromophenyl)sulfonyl]amino}-1,3-thiazol-4-yl)acetate), off-white solid. Isolated yield 27.0%. Reaction SMILES: [NH2:1][C:2]1[S:3][CH:4]=[C:5]([CH2:7][C:8]([O:10][CH2:11][CH3:12])=[O:9])[N:6]=1.[Br:13][C:14]1[CH:15]=[C:16]([S:20](Cl)(=[O:22])=[O:21])[CH:17]=[CH:18][CH:19]=1>>[Br:13][C:14]1[CH:15]=[C:16]([S:20]([NH:1][C:2]2[S:3][CH:4]=[C:5]([CH2:7][C:8]([O:10][CH2:11][CH3:12])=[O:9])[N:6]=2)(=[O:22])=[O:21])[CH:17]=[CH:18][CH:19]=1. Procedure details: The title compound was prepared from ethyl 2-amino-4-thiazolylacetate and 3-bromobenzenesulfonyl chloride according to METHOD A, using a Quest 210 apparatus and at 30° C., giving 1.16 g (27%) of an off-white solid: mp 155° C.; MS (Ionspray, [M+H]+) m/z 405; Anal. Calcd (found) for C13H13BrN2O4S2: C, 38.5 (38.4)%, H, 3.2 (3.0)%, N, 6.9 (6.6)%. Reactants: C1CCOC1, c1ccc(-c2ccccc2P(C2CCCCC2)C2CCCCC2)cc1, Cc1ccc2nc(-c3ccc(Cl)c(C(F)(F)F)c3)sc2c1, [F-], [K+], CC(=O)[O-], CC(=O)[O-], OB(O)c1ccccc1, [Pd+2]. Product: Cc1ccc2nc(-c3ccc(-c4ccccc4)c(C(F)(F)F)c3)sc2c1. As a reaction SMILES: [CH2:67]1[O:68][CH2:69][CH2:70][CH2:71]1.[CH:33]1([P:34]([c:35]2[cH:36][cH:37][cH:38][cH:39][c:40]2-[c:41]2[cH:42][cH:43][cH:44][cH:45][cH:46]2)[CH:47]2[CH2:48][CH2:49][CH2:50][CH2:51][CH2:52]2)[CH2:53][CH2:54][CH2:55][CH2:56][CH2:57]1.[Cl:1][c:2]1[c:3]([C:18]([F:19])([F:20])[F:21])[cH:4][c:5](-[c:8]2[s:9][c:10]3[c:11]([n:12]2)[cH:13][cH:14][c:15]([CH3:17])[cH:16]3)[cH:6][cH:7]1.[F-:31].[K+:32].[O-:59][C:60]([CH3:61])=[O:62].[O-:63][C:64]([CH3:65])=[O:66].[OH:22][B:23]([OH:24])[c:25]1[cH:26][cH:27][cH:28][cH:29][cH:30]1.[Pd+2:58]>>[c:2]1(-[c:25]2[cH:26][cH:27][cH:28][cH:29][cH:30]2)[c:3]([C:18]([F:19])([F:20])[F:21])[cH:4][c:5](-[c:8]2[s:9][c:10]3[c:11]([n:12]2)[cH:13][cH:14][c:15]([CH3:17])[cH:16]3)[cH:6][cH:7]1. The reactants are OC1C(CCC2=C(C=CC=C12)O[Si](C1=CC=CC=C1)(C1=CC=CC=C1)C(C)(C)C)C(=O)OCC (1-hydroxy-2-ethoxycarbonyl-5-t-butyldiphenylsilyloxy-1,2,3,4-tetrahydronaphthalene), OS(=O)(=O)[O-].[K+] (KHSO4). Run in C1(=CC=CC=C1)C (toluene). Reaction conditions: time 1 hour. The product is C(C)OC(=O)C1=CC2=CC=CC(=C2CC1)O[Si](C1=CC=CC=C1)(C1=CC=CC=C1)C(C)(C)C (2-ethoxycarbonyl-5-t-butyldiphenylsilyloxy-3,4-dihydronaphthalene). The yield is 130.4%. Reaction SMILES: O[CH:2]1[C:11]2[C:6](=[C:7]([O:12][Si:13]([C:26]([CH3:29])([CH3:28])[CH3:27])([C:20]3[CH:25]=[CH:24][CH:23]=[CH:22][CH:21]=3)[C:14]3[CH:19]=[CH:18][CH:17]=[CH:16][CH:15]=3)[CH:8]=[CH:9][CH:10]=2)[CH2:5][CH2:4][CH:3]1[C:30]([O:32][CH2:33][CH3:34])=[O:31].OS([O-])(=O)=O.[K+]>C1(C)C=CC=CC=1>[CH2:33]([O:32][C:30]([C:3]1[CH2:4][CH2:5][C:6]2[C:11](=[CH:10][CH:9]=[CH:8][C:7]=2[O:12][Si:13]([C:26]([CH3:27])([CH3:29])[CH3:28])([C:20]2[CH:21]=[CH:22][CH:23]=[CH:24][CH:25]=2)[C:14]2[CH:19]=[CH:18][CH:17]=[CH:16][CH:15]=2)[CH:2]=1)=[O:31])[CH3:34] |f:1.2|. Reported procedure: To a solution of 1-hydroxy-2-ethoxycarbonyl-5-t-butyldiphenylsilyloxy-1,2,3,4-tetrahydronaphthalene (5.9 g) in toluene (100 ml) was added KHSO4 (2.0 g). The mixture was stirred for 1 hour under reflux, and then the cooled solution was washed with sat. NaHCO3 and brine. The dried solvent was evaporated in vacuo and the residue was purified by chromatography on silica gel to give 2-ethoxycarbonyl-5-t-butyldiphenylsilyloxy-3,4-dihydronaphthalene (7.4 g).